Dataset: the Open Reaction Database (ORD), a public repository of structured organic reaction records. Task: describe an organic reaction: reactants, conditions, products, and yield The reactants are IC1=CN=C2N1C=CC(=C2)CO ((3-Iodo-imidazo[1,2-a]pyridin-7-yl)methanol), C[N+]1(CCOCC1)[O-] (NMO). Reagents/catalysts: CCC[N+](CCC)(CCC)CCC.[O-][Ru](=O)(=O)=O (TPAP). Run in C(Cl)Cl (CH2Cl2). Conditions: time 18 hour. Product: IC1=CN=C2N1C=CC(=C2)C=O (3-Iodo-imidazo[1,2-a]pyridine-7-carbaldehyde). Yield: 15.1%. As a reaction SMILES: [I:1][C:2]1[N:6]2[CH:7]=[CH:8][C:9]([CH2:11][OH:12])=[CH:10][C:5]2=[N:4][CH:3]=1.C[N+]1([O-])CCOCC1>C(Cl)Cl.CCC[N+](CCC)(CCC)CCC.[O-][Ru](=O)(=O)=O>[I:1][C:2]1[N:6]2[CH:7]=[CH:8][C:9]([CH:11]=[O:12])=[CH:10][C:5]2=[N:4][CH:3]=1 |f:3.4|. Procedure details: To a solution of (3-Iodo-imidazo[1,2-a]pyridin-7-yl)methanol (1.00 g, 3.65 mmol) and NMO (0.64 g, 5.47 mmol) in CH2Cl2 (30 ml) with sieves (3 g) at 0° C. was added TPAP (0.06 g, 0.18 mmol). The reaction mixture was allowed to warm to room temperature and stirred for 18 h, before being filtered to remove the sieves. The organic layer was washed with H2O (×2), dried (MgSO4), filtered and the solvent removed in vacuo. The residue was purified by silica column chromatography (0-60% MeOH in Et2O) to ... Reaction SMILES: FC(F)(F)C(O)=O.[CH2:8]([NH:12][C:13]1[NH:21][C:20]2[C:16]([N:17]=[C:18]([O:22][CH3:23])[N:19]=2)=[C:15]([NH2:24])[N:14]=1)[CH2:9][CH2:10][CH3:11].Br[CH2:26][CH2:27][C@H:28]1[CH2:32][CH2:31][O:30][CH2:29]1>>[CH2:8]([NH:12][C:13]1[N:21]=[C:20]2[C:16]([N:17]=[C:18]([O:22][CH3:23])[N:19]2[CH2:26][CH2:27][C@H:28]2[CH2:32][CH2:31][O:30][CH2:29]2)=[C:15]([NH2:24])[N:14]=1)[CH2:9][CH2:10][CH3:11] |f:0.1|. Reported procedure: Prepared similarly to Intermediate 215 from N2-butyl-8-(methyloxy)-3H-purine-2,6-diamine trifluoroacetate and (3R)-3-(2-Bromoethyl)tetrahydrofuran. Starting materials: Intermediate 215, FC(C(=O)O)(F)F.C(CCC)NC1=NC(=C2N=C(N=C2N1)OC)N (N2-butyl-8-(methyloxy)-3H-purine-2,6-diamine trifluoroacetate), BrCC[C@@H]1COCC1 ((3R)-3-(2-Bromoethyl)tetrahydrofuran). The product is C(CCC)NC1=NC(=C2N=C(N(C2=N1)CC[C@@H]1COCC1)OC)N (N2-Butyl-8-(methyloxy)-9-{2-[(3S)-tetrahydro-3-furanyl]ethyl}-9H-Purine-2,6-diamine). Reactants: O=C(c1ccc(F)cc1)c1ccc(CBr)cc1, [K], CN(C)C=O, O, Cn1c(S)nc2[nH]ncc2c1=O. Product: Cn1c(SCc2ccc(C(=O)c3ccc(F)cc3)cc2)nc2[nH]ncc2c1=O. RXN SMILES: [F:14][c:15]1[cH:16][cH:17][c:18]([C:19](=[O:20])[c:21]2[cH:22][cH:23][c:24]([CH2:25][Br:26])[cH:27][cH:28]2)[cH:29][cH:30]1.[K:1].[O:31]=[CH:32][N:33]([CH3:34])[CH3:35].[OH2:36].[SH:2][c:3]1[n:4]([CH3:13])[c:5](=[O:12])[c:6]2[c:7]([n:8]1)[nH:9][n:10][cH:11]2>>[S:2]([c:3]1[n:4]([CH3:13])[c:5](=[O:12])[c:6]2[c:7]([n:8]1)[nH:9][n:10][cH:11]2)[CH2:25][c:24]1[cH:23][cH:22][c:21]([C:19]([c:18]2[cH:17][cH:16][c:15]([F:14])[cH:30][cH:29]2)=[O:20])[cH:28][cH:27]1. Reactants: O=C(CCCCC1=CC=CC=C1)C1=CC=C(S1)CCCCC(=O)OC (methyl 5-[5-(1-oxo-5-phenylpentyl)-thien-2-yl]-valerate), [OH-].[K+] (potassium hydroxide), O.NN (hydrazine hydrate). Run in C(COCCOCCO)O (triethylene glycol). Yields the product C1(=CC=CC=C1)CCCCCC1=CC=C(S1)CCCCC(=O)O (5-[5-(5-Phenylpentyl)-thien-2-yl]-valeric acid). Reaction SMILES: O=[C:2]([C:13]1[S:17][C:16]([CH2:18][CH2:19][CH2:20][CH2:21][C:22]([O:24]C)=[O:23])=[CH:15][CH:14]=1)[CH2:3][CH2:4][CH2:5][CH2:6][C:7]1[CH:12]=[CH:11][CH:10]=[CH:9][CH:8]=1.[OH-].[K+].O.NN>C(O)COCCOCCO>[C:7]1([CH2:6][CH2:5][CH2:4][CH2:3][CH2:2][C:13]2[S:17][C:16]([CH2:18][CH2:19][CH2:20][CH2:21][C:22]([OH:24])=[O:23])=[CH:15][CH:14]=2)[CH:8]=[CH:9][CH:10]=[CH:11][CH:12]=1 |f:1.2,3.4|. Procedure: This compound is prepared analogously to Example 1b from: 15 g of methyl 5-[5-(1-oxo-5-phenylpentyl)-thien-2-yl]-valerate, 7.6 g of potassium hydroxide, 100 ml of triethylene glycol and 5 g of hydrazine hydrate. Starting materials: C(C1=CC=CC=C1)Br (Benzyl bromide), C(=O)([O-])[O-].[K+].[K+] (K2CO3), C(C)NC([O-])=O.OC=1C=CC=2C(C3C(CNC3)C2C1)C (N-ethylcarbamate 5-hydroxy-8-methyl-1,2,3,3a,8,8a-hexahydro indeno[1,2-c]pyrrole). Run in CC#N (CH3CN). Run at temperature 80 celsius, time 8 hour. Product: C(C1=CC=CC=C1)OC=1C=CC=2C(C3C(CNC3)C2C1)C (5-Benzyloxy-8-methyl-1,2,3,3a,8,8a-hexahydroindeno[1,2-c]pyrrole). RXN SMILES: [CH2:1](Br)[C:2]1[CH:7]=[CH:6][CH:5]=[CH:4][CH:3]=1.C([O-])([O-])=O.[K+].[K+].C(NC(=O)[O-])C.[OH:21][C:22]1[CH:23]=[CH:24][C:25]2[CH:26]([CH3:34])[CH:27]3[CH2:31][NH:30][CH2:29][CH:28]3[C:32]=2[CH:33]=1>CC#N>[CH2:1]([O:21][C:22]1[CH:23]=[CH:24][C:25]2[CH:26]([CH3:34])[CH:27]3[CH2:31][NH:30][CH2:29][CH:28]3[C:32]=2[CH:33]=1)[C:2]1[CH:7]=[CH:6][CH:5]=[CH:4][CH:3]=1 |f:1.2.3,4.5|. Procedure: Benzyl bromide (15 μL, 0.12 mmol) and K2CO3 (70 mg, 0.5 mmol) were added to a solution of N-ethylcarbamate-5-hydroxy-8-methyl-1,2,3,3a,8,8a-hexahydro indeno[1,2-c]pyrrole (26 mg, 0.1 mmol) in CH3CN (2 mL). The resulting mixture was stirred overnight at 80° C. The reaction was cooled to room temperature, concentrated by rotary evaporation and taken up in H2O (2.5 mL). The product was extracted with ethyl acetate (3×5 mL). The combined organic extracts were dried over MgSO4 and concentrated to aff... Reactants: C1CN1 (ethyleneimine), C1C(C2=CC=CC=C2)O1 (styrene oxide), crystalline product, [OH-].[K+] (potassium hydroxide). Reagents/catalysts: O (water). Product: C1(=CC=CC=C1)C(CN1CC1)O (α-phenyl-1-aziridineethanol). RXN SMILES: [CH2:1]1[NH:3][CH2:2]1.[CH2:4]1[O:12][CH:5]1[C:6]1[CH:11]=[CH:10][CH:9]=[CH:8][CH:7]=1.[OH-].[K+]>O>[C:6]1([CH:5]([OH:12])[CH2:4][N:3]2[CH2:2][CH2:1]2)[CH:11]=[CH:10][CH:9]=[CH:8][CH:7]=1 |f:2.3|. Procedure: To a solution of 43.0 g. (1.0 mole) of ethyleneimine and 60.0 g. (0.5 mole) of styrene oxide is added 3 drops of water and 0.2 g. of potassium hydroxide. The mixture is heated at reflux for 11/2 hours. Distillation of the excess ethyleneimine from the crude product gives 55.6 g. (68%) of the crystalline product. Recrystallization gives pure dl-α-phenyl-1-aziridineethanol with melting point 74°-76° C.